From a dataset of the Open Reaction Database (ORD), a public repository of structured organic reaction records. describe an organic reaction: reactants, conditions, products, and yield Reactants: CS(C)=O, CCOC(C)=O, COCOc1cc(F)c(F)cc1C(=O)c1ncccc1OCOC, N#C[K], O. Product: COCOc1cc(C#N)c(F)cc1C(=O)c1ncccc1OCOC. RXN SMILES: [CH3:28][S:29]([CH3:30])=[O:31].[CH3:32][CH2:33][O:34][C:35](=[O:36])[CH3:37].[F:1][c:2]1[cH:3][c:4]([O:21][CH2:22][O:23][CH3:24])[c:5]([C:6](=[O:7])[c:8]2[n:9][cH:10][cH:11][cH:12][c:13]2[O:14][CH2:15][O:16][CH3:17])[cH:18][c:19]1[F:20].[K:25][C:26]#[N:27].[OH2:38]>>[c:2]1([C:26]#[N:27])[cH:3][c:4]([O:21][CH2:22][O:23][CH3:24])[c:5]([C:6](=[O:7])[c:8]2[n:9][cH:10][cH:11][cH:12][c:13]2[O:14][CH2:15][O:16][CH3:17])[cH:18][c:19]1[F:20]. As a reaction SMILES: C1C=CN=C(NS(C2C=CC(N=N[C:19]3[CH:20]=[CH:21][C:22]([OH:28])=[C:23]([C:25]([OH:27])=[O:26])[CH:24]=3)=CC=2)(=O)=O)C=1.C1C([NH2:35])=CC(C(O)=O)=C(O)C=1.C1C(N=NC2C=CC(O)=C(C(O)=O)C=2)=CC(C(O)=O)=C(O)C=1.C1C(C(NCCC(O)=O)=O)=CC=C(N=NC2C=CC(O)=C(C(O)=O)C=2)C=1>>[NH2:35][O:28][C:22]1[C:23](=[CH:24][CH:19]=[CH:20][CH:21]=1)[C:25]([OH:27])=[O:26]. Reported procedure: sulfasalazine, mesalazine, olsalazine, balsalazide, salazosulfapyridine. The reactants are C=1C=CN=C(C1)NS(=O)(=O)C=2C=CC(=CC2)N=NC=3C=CC(=C(C3)C(=O)O)O (sulfasalazine), C1=CC(=CC=C1C(=O)NCCC(=O)O)N=NC=2C=CC(=C(C2)C(=O)O)O (balsalazide), C=1C=CN=C(C1)NS(=O)(=O)C=2C=CC(=CC2)N=NC=3C=CC(=C(C3)C(=O)O)O (salazosulfapyridine), C1=CC(=C(C=C1N)C(=O)O)O (mesalazine), C1=CC(=C(C=C1N=NC=2C=CC(=C(C2)C(=O)O)O)C(=O)O)O (olsalazine). Yields the product NOC=1C(C(=O)O)=CC=CC1 (aminosalicylic acid). Reactants: C(C)#N (acetonitrile), [Li]CCCC (n-BuLi), ClC1=CC=C(C=C1)C(C(C)=O)(CC)N1C=CC2=C(C=CC=C12)NS(=O)(=O)C (N-(1-(3-(4-chlorophenyl)-2-oxopentan-3-yl)-1H-indol-4-yl)methanesulfonamide). Run in C1CCOC1 (THF), C1CCOC1 (THF). Conditions: time 0.5 hour. Yields the product ClC1=CC=C(C=C1)C(C(CC#N)(C)O)(CC)N1C=CC2=C(C=CC=C12)NS(=O)(=O)C (N-(1-(3-(4-chlorophenyl)-1-cyano-2-hydroxy-2-methylpentan-3-yl)-1H-indol-4-yl)methanesulfonamide). Reaction SMILES: [C:1](#[N:3])[CH3:2].[Li]CCCC.[Cl:9][C:10]1[CH:15]=[CH:14][C:13]([C:16]([N:22]2[C:30]3[C:25](=[C:26]([NH:31][S:32]([CH3:35])(=[O:34])=[O:33])[CH:27]=[CH:28][CH:29]=3)[CH:24]=[CH:23]2)([CH2:20][CH3:21])[C:17](=[O:19])[CH3:18])=[CH:12][CH:11]=1>C1COCC1>[Cl:9][C:10]1[CH:15]=[CH:14][C:13]([C:16]([N:22]2[C:30]3[C:25](=[C:26]([NH:31][S:32]([CH3:35])(=[O:33])=[O:34])[CH:27]=[CH:28][CH:29]=3)[CH:24]=[CH:23]2)([CH2:20][CH3:21])[C:17]([OH:19])([CH3:18])[CH2:2][C:1]#[N:3])=[CH:12][CH:11]=1. Reported procedure: To a solution of acetonitrile (244 mg, 5.94 mmol) in THF (20 mL) was added n-BuLi (2.6 mL, 6.5 mmol, 2.5 M in hexane) dropwise at −78° C. After stirring for 0.5 h, a solution of the product from Step A (480 mg, 1.19 mmol) in THF (5 mL) was added to the mixture at −78° C. The resulting mixture was stirred at −78° C. for 0.5 h, and then quenched with saturated ammonium chloride solution, extracted with ethyl acetate. The organic layer was washed with brine, dried over sodium sulfate, filtered and ... The reactants are C1CCOC1, COC(=O)c1ccc2[nH]c(C(Cl)(Cl)Cl)nc2c1, CC(C)N1CCC(N)CC1, ClCCl, Cl, Cl, [Na+], O=C([O-])O, O. Product: COC(=O)c1ccc2[nH]c(C(=O)NC3CCN(C(C)C)CC3)nc2c1. Reaction SMILES: [CH2:35]1[O:36][CH2:37][CH2:38][CH2:39]1.[CH3:1][O:2][C:3](=[O:4])[c:5]1[cH:6][c:7]2[c:8]([nH:9][c:10]([C:12]([Cl:13])([Cl:14])[Cl:15])[n:11]2)[cH:16][cH:17]1.[CH:20]([CH3:21])([CH3:22])[N:23]1[CH2:24][CH2:25][CH:26]([NH2:29])[CH2:27][CH2:28]1.[Cl:41][CH2:42][Cl:43].[ClH:18].[ClH:19].[Na+:34].[O-:30][C:31]([OH:32])=[O:33].[OH2:40]>>[CH3:1][O:2][C:3](=[O:4])[c:5]1[cH:6][c:7]2[c:8]([nH:9][c:10]([C:12]([NH:29][CH:26]3[CH2:25][CH2:24][N:23]([CH:20]([CH3:21])[CH3:22])[CH2:28][CH2:27]3)=[O:30])[n:11]2)[cH:16][cH:17]1. Starting materials: C1COCCO1, Cl, CC(C)(C)OC(=O)NNC(=O)c1cccc2cc[nH]c12. Yields the product NNC(=O)c1cccc2cc[nH]c12. Reaction SMILES: [CH2:22]1[O:23][CH2:24][CH2:25][O:26][CH2:27]1.[ClH:21].[nH:1]1[cH:2][cH:3][c:4]2[cH:5][cH:6][cH:7][c:8]([C:10](=[O:11])[NH:12][NH:13][C:14]([O:15][C:16]([CH3:17])([CH3:18])[CH3:19])=[O:20])[c:9]12>>[nH:1]1[cH:2][cH:3][c:4]2[cH:5][cH:6][cH:7][c:8]([C:10](=[O:11])[NH:12][NH2:13])[c:9]12. Reactants: O=CO, Cc1cc(Nc2nn(-c3ccc(C(C)(C)C)cc3)c(=O)c3cc([N+](=O)[O-])ccc23)n(C(C)(C)C)n1. The product is Cc1cc(Nc2nn(-c3ccc(C(C)(C)C)cc3)c(=O)c3cc([N+](=O)[O-])ccc23)[nH]n1. As a reaction SMILES: [CH:36]([OH:37])=[O:38].[N+:1](=[O:2])([O-:3])[c:4]1[cH:5][cH:6][c:7]2[c:8]([NH:25][c:26]3[n:27]([C:32]([CH3:33])([CH3:34])[CH3:35])[n:28][c:29]([CH3:31])[cH:30]3)[n:9][n:10](-[c:15]3[cH:16][cH:17][c:18]([C:21]([CH3:22])([CH3:23])[CH3:24])[cH:19][cH:20]3)[c:11](=[O:14])[c:12]2[cH:13]1>>[N+:1](=[O:2])([O-:3])[c:4]1[cH:5][cH:6][c:7]2[c:8]([NH:25][c:26]3[nH:27][n:28][c:29]([CH3:31])[cH:30]3)[n:9][n:10](-[c:15]3[cH:16][cH:17][c:18]([C:21]([CH3:22])([CH3:23])[CH3:24])[cH:19][cH:20]3)[c:11](=[O:14])[c:12]2[cH:13]1. RXN SMILES: [B:38]([Br:39])([Br:40])[Br:41].[Cl:42][CH2:43][Cl:44].[F:1][c:2]1[c:3]([CH:11]([C:12]([OH:13])([C:14]([F:15])([F:16])[F:17])[CH2:18][S:19][c:20]2[n:21][cH:22][cH:23][cH:24][n:25]2)[NH:26][c:27]2[c:28]3[cH:29][cH:30][c:31]([CH3:37])[n:32][c:33]3[cH:34][cH:35][cH:36]2)[cH:4][cH:5][c:6]([F:10])[c:7]1[O:8][CH3:9]>>[F:1][c:2]1[c:3]([CH:11]([C:12]([OH:13])([C:14]([F:15])([F:16])[F:17])[CH2:18][S:19][c:20]2[n:21][cH:22][cH:23][cH:24][n:25]2)[NH:26][c:27]2[c:28]3[cH:29][cH:30][c:31]([CH3:37])[n:32][c:33]3[cH:34][cH:35][cH:36]2)[cH:4][cH:5][c:6]([F:10])[c:7]1[OH:8]. Product: Cc1ccc2c(NC(c3ccc(F)c(O)c3F)C(O)(CSc3ncccn3)C(F)(F)F)cccc2n1. Reactants: BrB(Br)Br, ClCCl, COc1c(F)ccc(C(Nc2cccc3nc(C)ccc23)C(O)(CSc2ncccn2)C(F)(F)F)c1F. Starting materials: O.NN (Hydrazine hydrate), [N+](=O)([O-])C1=CC=CC=2C=COC21 (7-nitrobenzofuran), resultant mixture. The reagents and catalysts are [Ni] (Raney nickel). Run in CO (methanol). Reaction conditions: temperature 55 celsius. The product is NC1=CC=CC=2C=COC21 (7-aminobenzofuran). Yield: 98.0%. Reaction SMILES: O.NN.[N+:4]([C:7]1[C:15]2[O:14][CH:13]=[CH:12][C:11]=2[CH:10]=[CH:9][CH:8]=1)([O-])=O>[Ni].CO>[NH2:4][C:7]1[C:15]2[O:14][CH:13]=[CH:12][C:11]=2[CH:10]=[CH:9][CH:8]=1 |f:0.1|. Reported procedure: Hydrazine hydrate (0.45 ml) was added dropwise to a stirred mixture of 7-nitrobenzofuran (J. Med. Chem., 1988, 31, 1934; 0.5 g), Raney nickel (0.02 g) and methanol (9 ml) that had been warmed to 55° C. The resultant mixture was heated to reflux for 30 minutes. The catalyst was removed by filtration and the filtrate was evaporated. The residue was partitioned between methylene chloride and water. The organic phase was dried over magnesium sulphate and evaporated to give 7-aminobenzofuran (0.4 g) ...